This data is from the Open Reaction Database (ORD), a public repository of structured organic reaction records. The task is: describe an organic reaction: reactants, conditions, products, and yield The product is CC1=NC(=CC(=N1)NC=1SC(=CN1)C1=CC=NC=C1)C ((2,6-Dimethyl-pyrimidin-4-yl)-(5-pyridin-4-yl-thiazol-2-yl)-amine). Reported procedure: To a round bottomed flask were added (5-bromo-thiazol-2-yl)-(2,6-dimethyl-pyrimidin-4-yl)-amine (23-3) (100 mg, 0.35 mmol), 4-pyridineboronicacid (47 mg, 0.39 mmol), and isopropanol. After 0.5 hour palladium acetate (0.1 mg 0.0035 mmol), triphenylphosphine (2.75 mg, 0.0105 mmol), sodiumcarbonate (45 mg, 0.42 mmol) and water were added. The reaction was heated under reflux for 1.0 hour. The reaction was cooled, solvents removed and the residue dissolved into methanol (4.0 mL). Trifluoroacetic aci... Reactants: BrC1=CN=C(S1)NC1=NC(=NC(=C1)C)C ((5-Bromo-thiazol-2-yl)-(2,6-dimethyl-pyrimidin-4-yl)-amine), N1=CC=C(C=C1)B(O)O (4-pyridineboronicacid), C1(=CC=CC=C1)P(C1=CC=CC=C1)C1=CC=CC=C1 (triphenylphosphine), C([O-])([O-])=O.[Na+].[Na+] (sodiumcarbonate). Reagents/catalysts: C(C)(=O)[O-].[Pd+2].C(C)(=O)[O-] (palladium acetate). Solvent: C(C)(C)O (isopropanol), O (water). RXN SMILES: Br[C:2]1[S:6][C:5]([NH:7][C:8]2[CH:13]=[C:12]([CH3:14])[N:11]=[C:10]([CH3:15])[N:9]=2)=[N:4][CH:3]=1.[N:16]1[CH:21]=[CH:20][C:19](B(O)O)=[CH:18][CH:17]=1.C1(P(C2C=CC=CC=2)C2C=CC=CC=2)C=CC=CC=1.C(=O)([O-])[O-].[Na+].[Na+]>C([O-])(=O)C.[Pd+2].C([O-])(=O)C.O.C(O)(C)C>[CH3:15][C:10]1[N:9]=[C:8]([NH:7][C:5]2[S:6][C:2]([C:19]3[CH:20]=[CH:21][N:16]=[CH:17][CH:18]=3)=[CH:3][N:4]=2)[CH:13]=[C:12]([CH3:14])[N:11]=1 |f:3.4.5,6.7.8|.